From a dataset of the Open Reaction Database (ORD), a public repository of structured organic reaction records. describe an organic reaction: reactants, conditions, products, and yield Starting materials: C(C1=CC=CC=C1)NC([C@H](NC(=O)OC(C)(C)C)COCC1=CC=CC=C1)=O (N-benzyl-O-benzyl-N2-Boc-D-serinamide), FC(C(=O)O)(F)F (trifluoroacetic acid). Solvent: ClCCl (dichloromethane). Conditions: temperature 40 celsius, time 2 hour. The product is C(C1=CC=CC=C1)NC([C@H](N)COCC1=CC=CC=C1)=O (N-benzyl-O-benzyl-D-serinamide). Yield: 69.9%. Reaction SMILES: [CH2:1]([NH:8][C:9](=[O:28])[C@@H:10]([CH2:19][O:20][CH2:21][C:22]1[CH:27]=[CH:26][CH:25]=[CH:24][CH:23]=1)[NH:11]C(OC(C)(C)C)=O)[C:2]1[CH:7]=[CH:6][CH:5]=[CH:4][CH:3]=1.FC(F)(F)C(O)=O>ClCCl>[CH2:1]([NH:8][C:9](=[O:28])[C@@H:10]([CH2:19][O:20][CH2:21][C:22]1[CH:27]=[CH:26][CH:25]=[CH:24][CH:23]=1)[NH2:11])[C:2]1[CH:3]=[CH:4][CH:5]=[CH:6][CH:7]=1. Procedure: To a solution of N-benzyl-O-benzyl-N2-Boc-D-serinamide (3 g) and dichloromethane (15 mL), trifluoroacetic acid (15 mL) was added. The solution was stirred for 2 hours at 40° C. for completion of reaction. The solution was concentrated under vacuum to remove solvents and subsequently water was added. The aqueous layer was basified to pH 8-10 with 5% sodium hydroxide. The aqueous layer was extracted with ethyl acetate and the combined organic layer was washed with brine solution. Organic layer was... Yields the product [Si](C)(C)(C(C)(C)C)OCCC1=CC=C(C=C1)N1C(=NC(=C1)C1=CC=CC=C1)CC (1-[4-(2-{[tert-butyl(dimethyl)silyl]oxy}ethyl)phenyl]-2-ethyl-4-phenyl-1H-imidazole). Reported procedure: To a stirred solution of 1-[4-(2-{[tert-butyl(dimethyl)silyl]oxy}ethyl)phenyl]-4-phenyl-1H-imidazole (1.89 g, 5.0 mmol) in tetrahydrofuran (40 mL) was added a solution of 1.5 M n-BuLi in hexane (3.5 mL, 5.5 mmol) at −78° C. over 10 min. After 30 min, a solution of ethyl iodide (2.0 mL, 25.0 mmol) in tetrahydrofuran (10 mL) was added slowly to the mixture at −78° C. The resultant mixture was warmed to room temperature and stirred for 2 h. To the reaction mixture was added water and the volatile c... As a reaction SMILES: [Si:1]([O:8][CH2:9][CH2:10][C:11]1[CH:16]=[CH:15][C:14]([N:17]2[CH:21]=[C:20]([C:22]3[CH:27]=[CH:26][CH:25]=[CH:24][CH:23]=3)[N:19]=[CH:18]2)=[CH:13][CH:12]=1)([C:4]([CH3:7])([CH3:6])[CH3:5])([CH3:3])[CH3:2].[Li][CH2:29][CH2:30]CC.CCCCCC.C(I)C>O1CCCC1.O>[Si:1]([O:8][CH2:9][CH2:10][C:11]1[CH:16]=[CH:15][C:14]([N:17]2[CH:21]=[C:20]([C:22]3[CH:27]=[CH:26][CH:25]=[CH:24][CH:23]=3)[N:19]=[C:18]2[CH2:29][CH3:30])=[CH:13][CH:12]=1)([C:4]([CH3:7])([CH3:5])[CH3:6])([CH3:3])[CH3:2]. The reactants are [Si](C)(C)(C(C)(C)C)OCCC1=CC=C(C=C1)N1C=NC(=C1)C1=CC=CC=C1 (1-[4-(2-{[tert-butyl(dimethyl)silyl]oxy}ethyl)phenyl]-4-phenyl-1H-imidazole), [Li]CCCC (n-BuLi), CCCCCC (hexane), C(C)I (ethyl iodide), resultant mixture. The yield is 92.0%. Reaction conditions: time 30 minute. The solvent is O (water), O1CCCC1 (tetrahydrofuran), O1CCCC1 (tetrahydrofuran). The reactants are CO, Cl, Nc1nc(Cl)c2ncn(C3C=CC(CO)C3)c2n1, [Na+], [OH-], NC1CC1c1ccccc1. Yields the product Nc1nc(NC2CC2c2ccccc2)c2ncn(C3C=CC(CO)C3)c2n1. Reaction SMILES: [CH3:32][OH:33].[ClH:11].[NH2:12][c:13]1[n:14][c:15]([Cl:29])[c:16]2[n:17][cH:18][n:19]([CH:22]3[CH:23]=[CH:24][CH:25]([CH2:27][OH:28])[CH2:26]3)[c:20]2[n:21]1.[Na+:31].[OH-:30].[c:1]1([CH:7]2[CH:8]([NH2:10])[CH2:9]2)[cH:2][cH:3][cH:4][cH:5][cH:6]1>>[c:1]1([CH:7]2[CH:8]([NH:10][c:15]3[n:14][c:13]([NH2:12])[n:21][c:20]4[c:16]3[n:17][cH:18][n:19]4[CH:22]3[CH:23]=[CH:24][CH:25]([CH2:27][OH:28])[CH2:26]3)[CH2:9]2)[cH:2][cH:3][cH:4][cH:5][cH:6]1. The reactants are COC(=O)C(C)Oc1ccc(F)c2nc(C3CC3)c(Cc3ccc(-n4cccn4)cc3)c(C)c12, Cl, [Li+], C1CCOC1, [OH-], O. Product: Cc1c(Cc2ccc(-n3cccn3)cc2)c(C2CC2)nc2c(F)ccc(OC(C)C(=O)O)c12. Reaction SMILES: [CH3:1][O:2][C:3]([CH:4]([CH3:5])[O:6][c:7]1[c:8]2[c:9]([CH3:33])[c:10]([CH2:21][c:22]3[cH:23][cH:24][c:25](-[n:28]4[n:29][cH:30][cH:31][cH:32]4)[cH:26][cH:27]3)[c:11]([CH:18]3[CH2:19][CH2:20]3)[n:12][c:13]2[c:14]([F:17])[cH:15][cH:16]1)=[O:34].[ClH:37].[Li+:35].[O:38]1[CH2:39][CH2:40][CH2:41][CH2:42]1.[OH-:36].[OH2:43]>>[O:2]=[C:3]([CH:4]([CH3:5])[O:6][c:7]1[c:8]2[c:9]([CH3:33])[c:10]([CH2:21][c:22]3[cH:23][cH:24][c:25](-[n:28]4[n:29][cH:30][cH:31][cH:32]4)[cH:26][cH:27]3)[c:11]([CH:18]3[CH2:19][CH2:20]3)[n:12][c:13]2[c:14]([F:17])[cH:15][cH:16]1)[OH:34]. The reactants are OCC=1C=CC(=NC1)NC(=O)C1=CC2=C(CC(O2)(C)C)C(=C1)OC1=CC(=C(C=C1)C(N(C)C)=O)F (4-(4-Dimethylcarbamoyl-3-fluoro-phenoxy)-2,2-dimethyl-2,3-dihydro-benzofuran-6-carboxylic acid (5-hydroxymethyl-pyridin-2-yl)-amide), CC(=O)OI1(C=2C=CC=CC2C(=O)O1)(OC(=O)C)OC(=O)C (Dess-Martin periodinane). Run in C(Cl)Cl (CH2Cl2). Reaction conditions: temperature 0 celsius, time 1.5 hour. Yields the product C(=O)C=1C=CC(=NC1)NC(=O)C1=CC2=C(CC(O2)(C)C)C(=C1)OC1=CC(=C(C=C1)C(N(C)C)=O)F (4-(4-Dimethylcarbamoyl-3-fluoro-phenoxy)-2,2-dimethyl-2,3-dihydro-benzofuran-6-carboxylic acid (5-formyl-pyridin-2-yl)-amide). As a reaction SMILES: [OH:1][CH2:2][C:3]1[CH:4]=[CH:5][C:6]([NH:9][C:10]([C:12]2[CH:22]=[C:21]([O:23][C:24]3[CH:29]=[CH:28][C:27]([C:30](=[O:34])[N:31]([CH3:33])[CH3:32])=[C:26]([F:35])[CH:25]=3)[C:15]3[CH2:16][C:17]([CH3:20])([CH3:19])[O:18][C:14]=3[CH:13]=2)=[O:11])=[N:7][CH:8]=1.CC(OI1(OC(C)=O)(OC(C)=O)OC(=O)C2C=CC=CC1=2)=O>C(Cl)Cl>[CH:2]([C:3]1[CH:4]=[CH:5][C:6]([NH:9][C:10]([C:12]2[CH:22]=[C:21]([O:23][C:24]3[CH:29]=[CH:28][C:27]([C:30](=[O:34])[N:31]([CH3:33])[CH3:32])=[C:26]([F:35])[CH:25]=3)[C:15]3[CH2:16][C:17]([CH3:20])([CH3:19])[O:18][C:14]=3[CH:13]=2)=[O:11])=[N:7][CH:8]=1)=[O:1]. Procedure details: To a solution of 4-(4-Dimethylcarbamoyl-3-fluoro-phenoxy)-2,2-dimethyl-2,3-dihydro-benzofuran-6-carboxylic acid (5-hydroxymethyl-pyridin-2-yl)-amide (145) (88 mg, 0.18 mmol) in 3 mL CH2Cl2 was added Dess-Martin periodinane (93.4 mg, 0.22 mmol) at 0° C. The mixture was stirred at 0° C. for 1.5 hr. The reaction was quenched with water, extracted with 3×CHCl3. The combined organic layer was dried with Na2SO4 and concentrated. The resulting oil was taken into the next step without further purificati... Starting materials: P(Cl)(Cl)(Cl)(Cl)Cl (Phosphorus pentachloride), C(C)(C)(C)C1=C(C=CC=C1)NC(C1=CC=C(C=C1)C)=O (N-(2-tert-butylphenyl)-4-methylbenzamide). Run in C1=CC=CC=C1 (benzene). Yields the product C(C)(C)(C)C1=C(C=CC=C1)N=C(C1=CC=C(C=C1)C)Cl (2-tert-butyl-N-(chloro(p-tolyl)methylene)benzenamine). The yield is 95.9%. RXN SMILES: P(Cl)(Cl)(Cl)(Cl)[Cl:2].[C:7]([C:11]1[CH:16]=[CH:15][CH:14]=[CH:13][C:12]=1[NH:17][C:18](=O)[C:19]1[CH:24]=[CH:23][C:22]([CH3:25])=[CH:21][CH:20]=1)([CH3:10])([CH3:9])[CH3:8]>C1C=CC=CC=1>[C:7]([C:11]1[CH:16]=[CH:15][CH:14]=[CH:13][C:12]=1[N:17]=[C:18]([Cl:2])[C:19]1[CH:24]=[CH:23][C:22]([CH3:25])=[CH:21][CH:20]=1)([CH3:10])([CH3:9])[CH3:8]. Procedure: Phosphorus pentachloride (6.88 g, 33 mmol) was dissolved in 50 mL of benzene. Under a gentle argon purge, N-(2-tert-butylphenyl)-4-methylbenzamide (Amide II) (8.02 g, 30 mmol) was added slowly with stiffing at room temperature. The yellow solution was refluxed for 2 hours. Benzene was removed in vacuo, yielding a yellow solid (8.22 g, 96%). 1H NMR (400 MHz, C6D6): 8.17 (d, 2H), 7.38 (d, 1H), 7.11 (t, 1H), 7.06 (t, 1H), 6.90 (d, 2H), 6.85 (d, 1H), 1.98 (s, 3H), 1.42 (s, 9H). The reactants are O=C([O-])O, CCO, CCOC(C)=O, Cl, CC(=O)Nc1nc(CCc2ccc(N)cc2)cs1, N#CN, [Na+]. Product: CC(=O)Nc1nc(CCc2ccc(NC(=N)N)cc2)cs1. Reaction SMILES: [C:20](=[O:21])([O-:22])[OH:23].[CH3:28][CH2:29][OH:30].[CH3:31][CH2:32][O:33][C:34](=[O:35])[CH3:36].[ClH:19].[NH2:1][c:2]1[cH:3][cH:4][c:5]([CH2:8][CH2:9][c:10]2[n:11][c:12]([NH:15][C:16]([CH3:17])=[O:18])[s:13][cH:14]2)[cH:6][cH:7]1.[NH2:25][C:26]#[N:27].[Na+:24]>>[NH:1]([c:2]1[cH:3][cH:4][c:5]([CH2:8][CH2:9][c:10]2[n:11][c:12]([NH:15][C:16]([CH3:17])=[O:18])[s:13][cH:14]2)[cH:6][cH:7]1)[C:26](=[NH:25])[NH2:27]. Solvent: C1CCOC1 (THF), C1CCOC1 (THF). Procedure: To a suspension of N-[3-(4,4′-dimethoxytrityloxymethyl)benzyl]-N′-{[6-(tert-butyldimethylsilyloxy)methylpyridin-2-yl]methyl}urea (6) (410 mg, 0.57 mmol) in THF (2.2 mL), which was stirred, was added dropwise a solution of 1.0M TBAF in THF (0.64 mL), and stirred for 4 hours at a room temperature under Ar atmosphere. TLC was used to confirm there was no starting material in the reaction mixture. Then, the reaction mixture was evaporated under reduced pressure. The residue was purified by silica ge... Starting materials: COC1=CC=C(C(C2=CC=C(C=C2)OC)(C2=CC=CC=C2)OCC=2C=C(CNC(=O)NCC3=NC(=CC=C3)CO[Si](C)(C)C(C)(C)C)C=CC2)C=C1 (N-[3-(4,4′-dimethoxytrityloxymethyl)benzyl]-N′-{[6-(tert-butyldimethylsilyloxy)methylpyridin-2-yl]methyl}urea), CCCC[N+](CCCC)(CCCC)CCCC.[F-] (TBAF). Reaction SMILES: [CH3:1][O:2][C:3]1[CH:52]=[CH:51][C:6]([C:7]([O:22][CH2:23][C:24]2[CH:25]=[C:26]([CH:48]=[CH:49][CH:50]=2)[CH2:27][NH:28][C:29]([NH:31][CH2:32][C:33]2[CH:38]=[CH:37][CH:36]=[C:35]([CH2:39][O:40][Si](C(C)(C)C)(C)C)[N:34]=2)=[O:30])([C:16]2[CH:21]=[CH:20][CH:19]=[CH:18][CH:17]=2)[C:8]2[CH:13]=[CH:12][C:11]([O:14][CH3:15])=[CH:10][CH:9]=2)=[CH:5][CH:4]=1.CCCC[N+](CCCC)(CCCC)CCCC.[F-]>C1COCC1>[CH3:15][O:14][C:11]1[CH:10]=[CH:9][C:8]([C:7]([O:22][CH2:23][C:24]2[CH:25]=[C:26]([CH:48]=[CH:49][CH:50]=2)[CH2:27][NH:28][C:29]([NH:31][CH2:32][C:33]2[CH:38]=[CH:37][CH:36]=[C:35]([CH2:39][OH:40])[N:34]=2)=[O:30])([C:16]2[CH:17]=[CH:18][CH:19]=[CH:20][CH:21]=2)[C:6]2[CH:5]=[CH:4][C:3]([O:2][CH3:1])=[CH:52][CH:51]=2)=[CH:13][CH:12]=1 |f:1.2|. The product is COC1=CC=C(C(C2=CC=C(C=C2)OC)(C2=CC=CC=C2)OCC=2C=C(CNC(=O)NCC3=NC(=CC=C3)CO)C=CC2)C=C1 (N-[3-(4,4′-dimethoxytrityloxymethyl)benzyl]-N′-[(6-hydroxymethylpyridin-2-yl)methyl]urea). Isolated yield 97.6%. Starting materials: FC1=CC=C2C(=NN(C2=C1)C)C=1N=C2C(=NC1)NC=C2C(=O)O (2-(6-fluoro-1-methyl-1H-indazol-3-yl)-5H-pyrrolo[2,3-b]pyrazine-7-carboxylic acid), CCN=C=NCCCN(C)C (EDCI), CCN(C(C)C)C(C)C (DIPEA), NC1(CC1)CNC(OC(C)(C)C)=O (tert-butyl (1-aminocyclopropyl)methylcarbamate). The reagents and catalysts are CN(C)C=1C=CN=CC1 (DMAP). Solvent: CN(C)C=O (DMF), O (water). Run at time 16 hour. Yields the product FC1=CC=C2C(=NN(C2=C1)C)C=1N=C2C(=NC1)NC=C2C(=O)NC2(CC2)CNC(OC(C)(C)C)=O (tert-Butyl (1-(2-(6-fluoro-1-methyl-1H-indazol-3-yl)-5H-pyrrolo[2,3-b]pyrazine-7-carboxamido)cyclopropyl)methylcarbamate). As a reaction SMILES: [F:1][C:2]1[CH:10]=[C:9]2[C:5]([C:6]([C:12]3[N:13]=[C:14]4[C:20]([C:21](O)=[O:22])=[CH:19][NH:18][C:15]4=[N:16][CH:17]=3)=[N:7][N:8]2[CH3:11])=[CH:4][CH:3]=1.CCN=C=NCCCN(C)C.CCN(C(C)C)C(C)C.[NH2:44][C:45]1([CH2:48][NH:49][C:50](=[O:56])[O:51][C:52]([CH3:55])([CH3:54])[CH3:53])[CH2:47][CH2:46]1>CN(C1C=CN=CC=1)C.CN(C=O)C.O>[F:1][C:2]1[CH:10]=[C:9]2[C:5]([C:6]([C:12]3[N:13]=[C:14]4[C:20]([C:21]([NH:44][C:45]5([CH2:48][NH:49][C:50](=[O:56])[O:51][C:52]([CH3:54])([CH3:53])[CH3:55])[CH2:47][CH2:46]5)=[O:22])=[CH:19][NH:18][C:15]4=[N:16][CH:17]=3)=[N:7][N:8]2[CH3:11])=[CH:4][CH:3]=1. Procedure: To a stirred solution of 2-(6-fluoro-1-methyl-1H-indazol-3-yl)-5H-pyrrolo[2,3-b]pyrazine-7-carboxylic acid (0.10 g, 0.32 mmol), EDCI (0.123 g, 0.64 mmol), DMAP (0.122 g, 1 mmol) and DIPEA (0.11 g, 0.90 mmol) in 6 mL of DMF was added tert-butyl (1-aminocyclopropyl)methylcarbamate (0.20 g, 1.07 mmol) in one portion at room temperature and stirred for 16 hours. The mixture was poured into 50 mL of water, and filtered. The filter cake was washed with water, dried and used in the next step without fu... Starting materials: CO, Cl, [Fe], CCCCC(Cn1ccnc1)c1ccc([N+](=O)[O-])cc1, O, c1c[nH]cn1. Product: CCCCC(Cn1ccnc1)c1ccc(N)cc1. As a reaction SMILES: [CH3:28][OH:29].[ClH:21].[Fe:30].[N+:1]([O-:2])(=[O:3])[c:4]1[cH:5][cH:6][c:7]([CH:10]([CH2:11][n:12]2[cH:13][n:14][cH:15][cH:16]2)[CH2:17][CH2:18][CH2:19][CH3:20])[cH:8][cH:9]1.[OH2:27].[nH:22]1[cH:23][cH:24][n:25][cH:26]1>>[NH2:1][c:4]1[cH:5][cH:6][c:7]([CH:10]([CH2:11][n:12]2[cH:13][n:14][cH:15][cH:16]2)[CH2:17][CH2:18][CH2:19][CH3:20])[cH:8][cH:9]1.